From a dataset of the Open Reaction Database (ORD), a public repository of structured organic reaction records. describe an organic reaction: reactants, conditions, products, and yield Starting materials: CCO, [H][H], O=C1NCC(Cn2ccc([N+](=O)[O-])n2)O1. Yields the product Nc1ccn(CC2CNC(=O)O2)n1. As a reaction SMILES: [CH3:18][CH2:19][OH:20].[H:16][H:17].[N+:1]([O-:2])(=[O:3])[c:4]1[n:5][n:6]([CH2:9][CH:10]2[CH2:11][NH:12][C:13](=[O:15])[O:14]2)[cH:7][cH:8]1>>[NH2:1][c:4]1[n:5][n:6]([CH2:9][CH:10]2[CH2:11][NH:12][C:13](=[O:15])[O:14]2)[cH:7][cH:8]1. The reactants are CCN=C=NCCCN(C)C, CCN(C(C)C)C(C)C, NC1CC1, CCOc1nn(-c2cc(C(=O)NC3CC3)ccc2C)c(N)c1C(=O)c1ccccc1, CN(C)C=O, On1nnc2ccccc21. The product is Cc1ccc(C(=O)NC2CC2)cc1-n1ncc(C(=O)c2ccccc2)c1N. As a reaction SMILES: [CH3:31][CH2:32][N:33]=[C:34]=[N:35][CH2:36][CH2:37][CH2:38][N:39]([CH3:40])[CH3:41].[CH:52]([N:53]([CH:54]([CH3:55])[CH3:56])[CH2:57][CH3:58])([CH3:59])[CH3:60].[CH:61]1([NH2:62])[CH2:63][CH2:64]1.[NH2:1][c:2]1[c:3]([C:23]([c:24]2[cH:25][cH:26][cH:27][cH:28][cH:29]2)=[O:30])[c:4]([O:20][CH2:21][CH3:22])[n:5][n:6]1-[c:7]1[cH:8][c:9]([C:10](=[O:11])[NH:12][CH:13]2[CH2:14][CH2:15]2)[cH:16][cH:17][c:18]1[CH3:19].[O:65]=[CH:66][N:67]([CH3:68])[CH3:69].[OH:42][n:43]1[c:44]2[c:45]([cH:46][cH:47][cH:48][cH:49]2)[n:50][n:51]1>>[NH2:1][c:2]1[c:3]([C:23]([c:24]2[cH:25][cH:26][cH:27][cH:28][cH:29]2)=[O:30])[cH:4][n:5][n:6]1-[c:7]1[cH:8][c:9]([C:10](=[O:11])[NH:12][CH:13]2[CH2:14][CH2:15]2)[cH:16][cH:17][c:18]1[CH3:19]. Reactants: C(N)(=O)CC1=CC(=C(CNC(C2=C(N=CC=C2)OC2=CC=C(C=C2)F)=O)C=C1)F (N-(4-Carbamoylmethyl-2-fluoro-benzyl)-2-(4-fluoro-phenoxy)-nicotinamide), P(=O)(Cl)(Cl)Cl (phosphorous oxychloride). Conditions: temperature 90 celsius. Product: C(#N)CC1=CC(=C(CNC(C2=C(N=CC=C2)OC2=CC=C(C=C2)F)=O)C=C1)F (N-(4-Cyanomethyl-2-fluoro-benzyl)-2-(4-fluoro-phenoxy)-nicotinamide). Isolated yield 39.7%. Reaction SMILES: [C:1]([CH2:4][C:5]1[CH:28]=[CH:27][C:8]([CH2:9][NH:10][C:11](=[O:26])[C:12]2[CH:17]=[CH:16][CH:15]=[N:14][C:13]=2[O:18][C:19]2[CH:24]=[CH:23][C:22]([F:25])=[CH:21][CH:20]=2)=[C:7]([F:29])[CH:6]=1)(=O)[NH2:2].P(Cl)(Cl)(Cl)=O>>[C:1]([CH2:4][C:5]1[CH:28]=[CH:27][C:8]([CH2:9][NH:10][C:11](=[O:26])[C:12]2[CH:17]=[CH:16][CH:15]=[N:14][C:13]=2[O:18][C:19]2[CH:24]=[CH:23][C:22]([F:25])=[CH:21][CH:20]=2)=[C:7]([F:29])[CH:6]=1)#[N:2]. Procedure details: N-(4-Carbamoylmethyl-2-fluoro-benzyl)-2-(4-fluoro-phenoxy)-nicotinamide (0.290 g) was combined with phosphorous oxychloride (0.4 mL) neat, under nitrogen. The reaction mixture was heated to 90° C. for 2 h and then allowed to cool to ambient temperature. The reaction mixture was quenched with saturated aq. sodium carbonate (20 mL) and extracted with ethyl acetate (5×40 mL). The combined organics were dried over magnesium sulfate, filtered, and concentrated to dryness in vacuo. The crude product w... Reactants: C1(CC1)COC=1C=C(C=CC1OC(F)F)C1=CC=NC=2N1N=C(N2)C=2C=NC=CC2 (7-[3-(cyclopropylmethoxy)-4-(difluoromethoxy)phenyl]-2-pyridin-3-yl-[1,2,4]triazolo[1,5-a]pyrimidine), C(=O)(O)[O-].[Na+] (NaHCO3), C1(CC1)COC=1C=C(C=CC1OC(F)F)C1=CC=NC=2N1N=C(N2)C=2C=NC=CC2 (7-[3-(cyclopropylmethoxy)-4-(difluoromethoxy)phenyl]-2-pyridin-3-yl-[1,2,4]triazolo[1,5-a]pyrimidine), ClC=1C=C(C(=O)OO)C=CC1 (m-chloroperoxybenzoic acid). Solvent: C(Cl)Cl (CH2Cl2). Product: C1(CC1)COC=1C=C(C=CC1OC(F)F)C1=CC=NC=2N1N=C(N2)C=2C=[N+](C=CC2)[O-] (3-[7-{3-(cyclopropylmethoxy)-4-(difluoromethoxy)phenyl}-[1,2,4]triazolo[1,5-a]pyri midine-2-yl]-pyridine-N-oxide). Yield: 78.7%. RXN SMILES: [CH:1]1([CH2:4][O:5][C:6]2[CH:7]=[C:8]([C:16]3[N:21]4[N:22]=[C:23]([C:25]5[CH:26]=[N:27][CH:28]=[CH:29][CH:30]=5)[N:24]=[C:20]4[N:19]=[CH:18][CH:17]=3)[CH:9]=[CH:10][C:11]=2[O:12][CH:13]([F:15])[F:14])[CH2:3][CH2:2]1.ClC1C=C(C=CC=1)C(OO)=[O:36].C([O-])(O)=O.[Na+]>C(Cl)Cl>[CH:1]1([CH2:4][O:5][C:6]2[CH:7]=[C:8]([C:16]3[N:21]4[N:22]=[C:23]([C:25]5[CH:26]=[N+:27]([O-:36])[CH:28]=[CH:29][CH:30]=5)[N:24]=[C:20]4[N:19]=[CH:18][CH:17]=3)[CH:9]=[CH:10][C:11]=2[O:12][CH:13]([F:15])[F:14])[CH2:3][CH2:2]1 |f:2.3|. Procedure details: In CH2Cl2, dissolved was 7-[3-(cyclopropylmethoxy)-4-(difluoromethoxy)phenyl]-2-pyridin-3-yl-[1,2,4]triazolo[1,5-a]pyrimidine (Compound 101) (3.3 g, 8.06 mmol), and m-chloroperoxybenzoic acid (3.0 g, 12.09 mmol) was slowly added thereto. The mixture was stirred at room temperature. To the reaction mixture, NaHCO3 (aq) was added, and the resultant mixture was extracted three times with CH2Cl2. The extract was washed twice with brine, dried over MgSO4, filtered, and evaporated under reduced pressu... The reactants are COC(=O)c2ccc(B1OCC(C)(C)CO1)cc2 (effective_coupling_partner), COc2ccc1ccccc1c2 (substrate). Reagents/catalysts: PCy3. Run at temperature 120 celsius, time 12 hour. The product is COC(=O)c3ccc(c2ccc1ccccc1c2)cc3. The reactants are C[O-].[Na+] (Sodium methoxide), solution, C(C)(=O)OCCC=1C=C(C2=C(C=CC=C2C1Br)[N+](=O)[O-])S(=O)(=O)N (3-(2-acetoxy-ethyl)-4-bromo-8-nitro-naphthalene-1-sulfonamide). Solvent: CO (methanol), CO (methanol). Run at time 90 minute. Yields the product BrC1=C(C=C(C2=C(C=CC=C12)[N+](=O)[O-])S(=O)(=O)N)CCO (4-Bromo-3-(2-hydroxy-ethyl)-8-nitro-naphthalene-1-sulfonamide). As a reaction SMILES: C[O-].[Na+].C([O:7][CH2:8][CH2:9][C:10]1[CH:11]=[C:12]([S:24]([NH2:27])(=[O:26])=[O:25])[C:13]2[C:18]([C:19]=1[Br:20])=[CH:17][CH:16]=[CH:15][C:14]=2[N+:21]([O-:23])=[O:22])(=O)C>CO>[Br:20][C:19]1[C:18]2[C:13](=[C:14]([N+:21]([O-:23])=[O:22])[CH:15]=[CH:16][CH:17]=2)[C:12]([S:24]([NH2:27])(=[O:25])=[O:26])=[CH:11][C:10]=1[CH2:9][CH2:8][OH:7] |f:0.1|. Procedure details: Sodium methoxide in methanol (23.7 mL of a 0.5M solution, 11.8 mmol) was added to a suspension of 3-(2-acetoxy-ethyl)-4-bromo-8-nitro-naphthalene-1-sulfonamide (4.70 g, 11.3 mmol) in methanol (33 mL). The mixture was stirred under a nitrogen atmosphere at room temperature for 90 minutes, then concentrated under vacuum to approximately half volume, diluted with ethyl acetate (200 mL), and washed with 2N hydrochloric acid. The oganic solution was washed with water (100 mL) and brine (50 mL), dried... The reactants are ice water, [N+](=O)([O-])C1=CC=C(C=C1)OC([C@H]1N(CCC1)C(CN(C)C([C@@H](NC(CNC(=O)OC(C)(C)C)=O)CCCC(N)C(=O)OCC1=CC=CC=C1)=O)=O)=O (tertiary butyloxycarbonylglycyl-ε-benzyloxycarbonyl-L-lysyl-sarcosyl-L-proline p-nitrophenyl ester), solution, Cl (hydrogen chloride). Run in C(C)(=O)OCC (ethyl acetate). Yields the product Cl.[N+](=O)([O-])C1=CC=C(C=C1)OC([C@H]1N(CCC1)C(CN(C)C([C@@H](NC(CN)=O)CCCC(N)C(=O)OCC1=CC=CC=C1)=O)=O)=O (glycyl-ε-benzyloxycarbonyl-L-lysyl-sarcosyl-L-proline p-nitrophenyl ester hydrochloride). The yield is 97.0%. As a reaction SMILES: [N+:1]([C:4]1[CH:9]=[CH:8][C:7]([O:10][C:11](=[O:52])[C@@H:12]2[CH2:16][CH2:15][CH2:14][N:13]2[C:17](=[O:51])[CH2:18][N:19]([C:21](=[O:50])[C@H:22]([CH2:35][CH2:36][CH2:37][CH:38]([C:40]([O:42][CH2:43][C:44]2[CH:49]=[CH:48][CH:47]=[CH:46][CH:45]=2)=[O:41])[NH2:39])[NH:23][C:24](=[O:34])[CH2:25][NH:26]C(OC(C)(C)C)=O)[CH3:20])=[CH:6][CH:5]=1)([O-:3])=[O:2].[ClH:53]>C(OCC)(=O)C>[ClH:53].[N+:1]([C:4]1[CH:5]=[CH:6][C:7]([O:10][C:11](=[O:52])[C@@H:12]2[CH2:16][CH2:15][CH2:14][N:13]2[C:17](=[O:51])[CH2:18][N:19]([C:21](=[O:50])[C@H:22]([CH2:35][CH2:36][CH2:37][CH:38]([C:40]([O:42][CH2:43][C:44]2[CH:49]=[CH:48][CH:47]=[CH:46][CH:45]=2)=[O:41])[NH2:39])[NH:23][C:24](=[O:34])[CH2:25][NH2:26])[CH3:20])=[CH:8][CH:9]=1)([O-:3])=[O:2] |f:3.4|. Procedure details: 3.10 g (0.0043 mol) of tertiary butyloxycarbonylglycyl-ε-benzyloxycarbonyl-L-lysyl-sarcosyl-L-proline p-nitrophenyl ester was treated with 37 ml of a solution prepared by dissolving dry hydrogen chloride gas in ethyl acetate and adjusting the solution to a concentration of 3.5N while cooled with ice water for one hour. The product of this treatment was distilled to expel the solvent. The residue was solidified with ether. Consequently, there was obtained 2.74 g (yield 97%) of glycyl-ε-benzyloxyc...